This data is from the Open Reaction Database (ORD), a public repository of structured organic reaction records. The task is: describe an organic reaction: reactants, conditions, products, and yield The reactants are C(CCCC)C1=CC=C(C=C1)CCN1C(=CC=C1C)C1=CC=C(C=C1)O (4-[1-(4-pentylphenylethyl)-5-methyl-1H-pyrrol-2-yl]phenol), O[C@H](C(=O)OCC)CC1=CC=CC=C1 (ethyl (S)-2-hydroxy-3-phenylpropanoate), N(=NC(=O)N1CCCCC1)C(=O)N1CCCCC1 (1,1′-(azodicarbonyl)dipiperidine), C1(=CC=CC=C1)P(C1=CC=CC=C1)C1=CC=CC=C1 (triphenylphosphine). Solvent: C1(=CC=CC=C1)C (toluene), O (water). The product is C(CCCC)C1=CC=C(C=C1)CCN1C(=CC=C1C)C1=CC=C(C=C1)O[C@@H](C(=O)OCC)CC1=CC=CC=C1 (Ethyl (2R)-2-([4-[1-(4-pentylphenylethyl)-5-methyl-1H-pyrrol-2-yl]phenyl]oxy)-3-phenylpropanoate). Yield: 23.0%. Reaction SMILES: [CH2:1]([C:6]1[CH:11]=[CH:10][C:9]([CH2:12][CH2:13][N:14]2[C:18]([CH3:19])=[CH:17][CH:16]=[C:15]2[C:20]2[CH:25]=[CH:24][C:23]([OH:26])=[CH:22][CH:21]=2)=[CH:8][CH:7]=1)[CH2:2][CH2:3][CH2:4][CH3:5].O[C@@H:28]([CH2:34][C:35]1[CH:40]=[CH:39][CH:38]=[CH:37][CH:36]=1)[C:29]([O:31][CH2:32][CH3:33])=[O:30].N(C(N1CCCCC1)=O)=NC(N1CCCCC1)=O.C1(P(C2C=CC=CC=2)C2C=CC=CC=2)C=CC=CC=1>C1(C)C=CC=CC=1.O>[CH2:1]([C:6]1[CH:11]=[CH:10][C:9]([CH2:12][CH2:13][N:14]2[C:18]([CH3:19])=[CH:17][CH:16]=[C:15]2[C:20]2[CH:25]=[CH:24][C:23]([O:26][C@H:28]([CH2:34][C:35]3[CH:36]=[CH:37][CH:38]=[CH:39][CH:40]=3)[C:29]([O:31][CH2:32][CH3:33])=[O:30])=[CH:22][CH:21]=2)=[CH:8][CH:7]=1)[CH2:2][CH2:3][CH2:4][CH3:5]. Reported procedure: A solution of 4-[1-(4-pentylphenylethyl)-5-methyl-1H-pyrrol-2-yl]phenol (1.82 g, 5.2 mmol), ethyl (S)-2-hydroxy-3-phenylpropanoate (1.0 g, 5.1 mmol), 1,1′-(azodicarbonyl)dipiperidine (1.29 g, 5.1 mmol) and triphenylphosphine (1.34 g, 5.1 mmol) in toluene (5 ml) was stirred at 80° C. for 12 hours. The reaction solution was poured into water and extracted with ethyl acetate. The extract was washed with saturated brine and dried over magnesium sulfate anhydride. The solvent was removed under reduce...